Dataset: the Open Reaction Database (ORD), a public repository of structured organic reaction records. Task: describe an organic reaction: reactants, conditions, products, and yield The reactants are C, CN1C(=O)CCC2(C)c3ccc(C=Cc4ccccc4)cc3CCC12, CN(C)C=O, CCO, [Pd]. The product is CN1C(=O)CCC2(C)c3ccc(CCc4ccccc4)cc3CCC12. RXN SMILES: [C:34].[CH3:1][N:2]1[C:3](=[O:25])[CH2:4][CH2:5][C:6]2([CH3:24])[c:7]3[c:8]([cH:12][c:13]([CH:16]=[CH:17][c:18]4[cH:19][cH:20][cH:21][cH:22][cH:23]4)[cH:14][cH:15]3)[CH2:9][CH2:10][CH:11]12.[CH3:26][N:27]([CH3:28])[CH:29]=[O:30].[CH3:31][CH2:32][OH:33].[Pd:35]>>[CH3:1][N:2]1[C:3](=[O:25])[CH2:4][CH2:5][C:6]2([CH3:24])[c:7]3[c:8]([cH:12][c:13]([CH2:16][CH2:17][c:18]4[cH:19][cH:20][cH:21][cH:22][cH:23]4)[cH:14][cH:15]3)[CH2:9][CH2:10][CH:11]12. Starting materials: C1(CC1)NC(C1=CC(=C(C(=C1)N1C(C(=NC=C1)NC1(CC1)C1=C(C=CC=C1)O)=O)C)F)=O (N-Cyclopropyl-3-fluoro-5-[3-[[1-(2-hydroxyphenyl)cyclopropyl]amino]-2-oxo-1(2H)-pyrazinyl]-4-methyl-benzamide), C([O-])([O-])=O.[Cs+].[Cs+] (cesium carbonate), C1(CC1)NC(C1=CC(=C(C(=C1)N1C(C(=NC=C1)NC1(CC1)C1=C(C=CC=C1)O)=O)C)F)=O (N-Cyclopropyl-3-fluoro-5-[3-[[1-(2-hydroxyphenyl)cyclopropyl]amino]-2-oxo-1(2H)-pyrazinyl]-4-methyl-benzamide), BrCCCl (1-bromo-2-chloroethane). Run in C(C)#N (acetonitrile). Yields the product ClCCOC1=C(C=CC=C1)C1(CC1)NC=1C(N(C=CN1)C=1C=C(C(=O)NC2CC2)C=C(C1C)F)=O (3-[3-[[1-[2-(2-chloroethoxy)phenyl]cyclopropyl]amino]-2-oxo-1(2H)-pyrazinyl]-N-cyclopropyl-5-fluoro-4-methyl-benzamide). RXN SMILES: [CH:1]1([NH:4][C:5](=[O:32])[C:6]2[CH:11]=[C:10]([N:12]3[CH:17]=[CH:16][N:15]=[C:14]([NH:18][C:19]4([C:22]5[CH:27]=[CH:26][CH:25]=[CH:24][C:23]=5[OH:28])[CH2:21][CH2:20]4)[C:13]3=[O:29])[C:9]([CH3:30])=[C:8]([F:31])[CH:7]=2)[CH2:3][CH2:2]1.Br[CH2:34][CH2:35][Cl:36].C(=O)([O-])[O-].[Cs+].[Cs+]>C(#N)C>[Cl:36][CH2:35][CH2:34][O:28][C:23]1[CH:24]=[CH:25][CH:26]=[CH:27][C:22]=1[C:19]1([NH:18][C:14]2[C:13](=[O:29])[N:12]([C:10]3[CH:11]=[C:6]([CH:7]=[C:8]([F:31])[C:9]=3[CH3:30])[C:5]([NH:4][CH:1]3[CH2:2][CH2:3]3)=[O:32])[CH:17]=[CH:16][N:15]=2)[CH2:21][CH2:20]1 |f:2.3.4|. Procedure details: N-Cyclopropyl-3-fluoro-5-[3-[[1-(2-hydroxyphenyl)cyclopropyl]amino]-2-oxo-1(2H)-pyrazinyl]-4-methyl-benzamide (Example 259c 5 g), 1-bromo-2-chloroethane (9.58 mL) and cesium carbonate (37.5 g) were stirred together in acetonitrile (200 mL) at 80° C. under nitrogen for 16 h. The cooled reaction mixture was evaporated to dryness, diluted with water (500 mL) and extracted with dichloromethane (3×300 mL). The combined organics were dried (MgSO4), filtered and evaporated. The residue was triturated w... Starting materials: Cl (hydrochloric acid), C1C(CC2=CC=CC=C12)NC=1N=CC2=C(N1)CN(C2)C(=O)OC(C)(C)C (tert-butyl 2-(2,3-dihydro-1H-inden-2-ylamino)-5,7-dihydro-6H pyrrolo[3,4-d]pyrimidine-6-carboxylate). Run in O1CCCC1 (tetrahydrofuran), O (water), C(C)(C)(C)OC (tert-butylmethylether). Run at temperature 50 celsius. Product: O.Cl.Cl.C1C(CC2=CC=CC=C12)NC=1N=CC2=C(N1)CNC2 (N-(2,3-dihydro-1H-inden-2-yl)-6,7-dihydro-5H-pyrrolo[3,4-d]pyrimidin-2-amine dihydrochloride hydrate). The yield is 80.4%. RXN SMILES: [ClH:1].[CH2:2]1[C:10]2[C:5](=[CH:6][CH:7]=[CH:8][CH:9]=2)[CH2:4][CH:3]1[NH:11][C:12]1[N:13]=[CH:14][C:15]2[CH2:20][N:19](C(OC(C)(C)C)=[O:22])[CH2:18][C:16]=2[N:17]=1>O1CCCC1.O.C(OC)(C)(C)C>[OH2:22].[ClH:1].[ClH:1].[CH2:4]1[C:5]2[C:10](=[CH:9][CH:8]=[CH:7][CH:6]=2)[CH2:2][CH:3]1[NH:11][C:12]1[N:13]=[CH:14][C:15]2[CH2:20][NH:19][CH2:18][C:16]=2[N:17]=1 |f:5.6.7.8|. Reported procedure: Charge 670 mL of 5 M hydrochloric acid (3.35 mol) to a solution of tert-butyl 2-(2,3-dihydro-1H-inden-2-ylamino)-5,7-dihydro-6H pyrrolo[3,4-d]pyrimidine-6-carboxylate (226 g, 641.25 mmol) in tetrahydrofuran (2.0 L) at 17° C., maintaining the internal temperature below 26° C. during the addition. Heat the resulting solution to 50° C. for 16 h, cool to 25° C. and dilute with 500 mL of water and 500 mL of tert-butylmethylether. Separate the resulting layers and extract with tert-butylmethylether (3... Starting materials: N(=[N+]=[N-])C1=C2CCCC(C2=CC=C1)=O (5-azido-1-tetralone), [Se](=O)=O (selenium dioxide). Product: N(=[N+]=[N-])C1=C2C=CC(C(C2=CC=C1)=O)=O (5-azido-[1,2]naphthoquinone). RXN SMILES: [N:1]([C:4]1[CH:13]=[CH:12][CH:11]=[C:10]2[C:5]=1[CH2:6][CH2:7][CH2:8][C:9]2=[O:14])=[N+:2]=[N-:3].[Se](=O)=[O:16]>>[N:1]([C:4]1[CH:13]=[CH:12][CH:11]=[C:10]2[C:5]=1[CH:6]=[CH:7][C:8](=[O:16])[C:9]2=[O:14])=[N+:2]=[N-:3]. Procedure: Treatment of 5-azido-1-tetralone with selenium dioxide as described in Reference Example 1A yielded 5-azido-[1,2]naphthoquinone which was coupled with 2,3-diamino-benzoic acid, diacetate salt, as described in Reference Example 1A to yield the title compound. The reactants are Cl (hydrogen chloride), COC1=CC=C(CNNC(=O)OC(C)(C)C)C=C1 (tert-butyl 2-(4-methoxybenzyl)hydrazinecarboxylate). The solvent is O1CCOCC1 (dioxane), O1CCOCC1 (dioxane). Run at temperature 20 celsius, time 16 hour. Product: Cl.Cl.COC1=CC=C(CNN)C=C1 ((4-Methoxybenzyl)hydrazine dihydrochloride). Isolated yield 98.0%. As a reaction SMILES: [ClH:1].[CH3:2][O:3][C:4]1[CH:19]=[CH:18][C:7]([CH2:8][NH:9][NH:10]C(OC(C)(C)C)=O)=[CH:6][CH:5]=1>O1CCOCC1>[ClH:1].[ClH:1].[CH3:2][O:3][C:4]1[CH:19]=[CH:18][C:7]([CH2:8][NH:9][NH2:10])=[CH:6][CH:5]=1 |f:3.4.5|. Reported procedure: To a solution of 4 N hydrogen chloride in dioxane (2000 mL, 8.00 mol HCl), add tert-butyl 2-(4-methoxybenzyl)hydrazinecarboxylate (324 g, 1.09 mol) dissolved in a minimal amount of dioxane, slowly over a period of 1 h. A precipitate gradually forms. Allow the solution to stir 16 h at 20±5° C. Collect the solids by filtration. Slurry the solids in heptane (2000 mL) and isolate the solids by filtration. Dry the solids using a nitrogen press to give the title compound (242.3 g, 1.08 mol, 98%). 1H N... Reactants: CN(C)CCN (dimethylaminoethylamine), NC(C)O (aminoethanol), OC1=NC=CC=C1 (2-hydroxypyridine). Run in CN(C)C=O (DMF), CN(C)C=O (DMF). Run at time 1 day. The product is N[C@@H](CC(=O)N)C(=O)N (L-aspartamide). As a reaction SMILES: C[N:2]([CH2:4][CH2:5][NH2:6])C.[OH:7][C:8]1[CH:13]=CC=C[N:9]=1.NC([OH:17])C>CN(C=O)C>[NH2:2][C@H:4]([C:5]([NH2:6])=[O:17])[CH2:13][C:8]([NH2:9])=[O:7]. Reported procedure: 15 g (155 mmol) of polyanhydroaspartic acid (Mvisc. =19,000) are dissolved in 80 ml of DMF (anhydrous), if appropriate with gentle warming. First, 3.40 g (39 mmol) of freshly distilled dimethylaminoethylamine diluted in 20 ml of DMF are added dropwise to this solution and 1 g of anhydrous 2-hydroxypyridine is added and the mixture is stirred at room temperature for one day. 10 g (164 mmol) of aminoethanol are then added. After stirring for a further day the mixture is warmed at 50° C. for 2 h an... The reactants are [Na] (sodium), CC(=O)C1=C(C=CC=C1OC)OC (2,6-dimethoxyacetophenone), C(C(=O)[O-])(=O)OCC (ethyl oxalate), C[O-].[Na+] (sodium methylate). Solvent: CO (MeOH), CCOCC (ether), CO (MeOH). Conditions: time 8 hour. Yields the product [Na+].COC1=C(C(=CC=C1)OC)C(=CC(C(=O)OC)=O)[O-] (Methyl 4-(2,6-dimethoxyphenyl)-4-oxido-2-oxo-3-butenoate Sodium Salt). RXN SMILES: [CH3:1][C:2]([C:4]1[C:9]([O:10][CH3:11])=[CH:8][CH:7]=[CH:6][C:5]=1[O:12][CH3:13])=[O:3].[C:14]([O:19][CH2:20]C)(=[O:18])[C:15]([O-])=[O:16].C[O-].[Na+:24].[Na]>CO.CCOCC>[Na+:24].[CH3:13][O:12][C:5]1[CH:6]=[CH:7][CH:8]=[C:9]([O:10][CH3:11])[C:4]=1[C:2]([O-:3])=[CH:1][C:15](=[O:16])[C:14]([O:19][CH3:20])=[O:18] |f:2.3,7.8,^1:24|. Procedure details: A solution of 100 g of 2,6-dimethoxyacetophenone and 7.5 ml of ethyl oxalate in 520 ml of anhydrous MeOH is added slowly to a solution of sodium methylate prepared from 12.7 g of sodium and 285 ml of anhydrous MeOH. The reaction mixture is heated to reflux for 7 hours and left overnight at RT. It is poured into 2 liters of iso ether and left stirring for minutes. The expected product is obtained by filtration, washing with iso ether and drying under vacuum, m=120 g, m.p.=178° C. As a reaction SMILES: [C:1]([CH3:2])([CH3:3])([CH3:4])[O:5][C:6](=[O:7])[N:8]1[CH2:9][CH2:10][CH:11]([N:14]([C:15]2([CH:18]3[CH2:19][NH:20][CH2:21][CH2:22]3)[CH2:16][CH2:17]2)[CH3:23])[CH2:12][CH2:13]1.[CH2:45]1[CH2:46][CH2:47][C:48]2=[N:53][CH2:52][CH2:51][CH2:50][N:49]2[CH2:54][CH2:55]1.[CH3:56][C:57]#[N:58].[CH:24]1([n:27]2[cH:28][c:29]([C:42](=[O:43])[OH:44])[c:30](=[O:41])[c:31]3[cH:32][c:33]([F:40])[c:34]([F:39])[c:35]([O:37][CH3:38])[c:36]23)[CH2:25][CH2:26]1>>[C:1]([CH3:2])([CH3:3])([CH3:4])[O:5][C:6](=[O:7])[N:8]1[CH2:9][CH2:10][CH:11]([N:14]([C:15]2([CH:18]3[CH2:19][N:20]([c:34]4[c:33]([F:40])[cH:32][c:31]5[c:30](=[O:41])[c:29]([C:42](=[O:43])[OH:44])[cH:28][n:27]([CH:24]6[CH2:25][CH2:26]6)[c:36]5[c:35]4[O:37][CH3:38])[CH2:21][CH2:22]3)[CH2:16][CH2:17]2)[CH3:23])[CH2:12][CH2:13]1. The product is COc1c(N2CCC(C3(N(C)C4CCN(C(=O)OC(C)(C)C)CC4)CC3)C2)c(F)cc2c(=O)c(C(=O)O)cn(C3CC3)c12. The reactants are CN(C1CCN(C(=O)OC(C)(C)C)CC1)C1(C2CCNC2)CC1, C1CCC2=NCCCN2CC1, CC#N, COc1c(F)c(F)cc2c(=O)c(C(=O)O)cn(C3CC3)c12.